From a dataset of the Open Reaction Database (ORD), a public repository of structured organic reaction records. describe an organic reaction: reactants, conditions, products, and yield The reactants are C(C1=CC=CC=C1)N([C@@H]1COC2=CC=CC(=C2C1)B1OC(C(O1)(C)C)(C)C)CC1=CC=CC=C1 ((3S)-N,N-dibenzyl-5-(4,4,5,5-tetramethyl-1,3,2-dioxaborolan -2-yl)chroman-3-amine), BrC=1C=NC(=NC1)C(=O)N(C)C (5-bromo-N,N-dimethylpyrimidine-2-carboxamide). The product is C(C1=CC=CC=C1)N([C@@H]1COC2=CC=CC(=C2C1)C=1C=NC(=NC1)C(=O)N(C)C)CC1=CC=CC=C1 (5-[(3S)-3-(dibenzylamino)-3,4-dihydro-2H-chromen-5-yl]-N,N-dimethylpyrimidine-2-carboxamide). Isolated yield 61.0%. As a reaction SMILES: [CH2:1]([N:8]([CH2:28][C:29]1[CH:34]=[CH:33][CH:32]=[CH:31][CH:30]=1)[C@H:9]1[CH2:18][C:17]2[C:12](=[CH:13][CH:14]=[CH:15][C:16]=2B2OC(C)(C)C(C)(C)O2)[O:11][CH2:10]1)[C:2]1[CH:7]=[CH:6][CH:5]=[CH:4][CH:3]=1.Br[C:36]1[CH:37]=[N:38][C:39]([C:42]([N:44]([CH3:46])[CH3:45])=[O:43])=[N:40][CH:41]=1>>[CH2:28]([N:8]([CH2:1][C:2]1[CH:3]=[CH:4][CH:5]=[CH:6][CH:7]=1)[C@H:9]1[CH2:18][C:17]2[C:12](=[CH:13][CH:14]=[CH:15][C:16]=2[C:36]2[CH:41]=[N:40][C:39]([C:42]([N:44]([CH3:46])[CH3:45])=[O:43])=[N:38][CH:37]=2)[O:11][CH2:10]1)[C:29]1[CH:34]=[CH:33][CH:32]=[CH:31][CH:30]=1. Procedure details: The title compound was synthesized as described for Intermediate example I-28 in 61% yield starting from (3S)-N,N-dibenzyl-5-(4,4,5,5-tetramethyl-1,3,2-dioxaborolan -2-yl)chroman-3-amine and 5-bromo-N,N-dimethylpyrimidine-2-carboxamide. The reaction mixture was irradiated in a microwave at 140° C. for 20 min; 1H NMR (400 MHz, DMSO-d6) δ ppm 8.92 (s, 2 H), 7.23-7.34 (m, 8 H), 7.15-7.22 (m, 3 H), 6.84-6.93 (m, 2 H), 4.31-4.39 (m, 1 H), 4.05 (t, 1 H), 3.60-3.76 (m, 4 H), 3.08-3.15 (m, 1 H), 3.06 (s... Starting materials: C(C)(=O)OC(C)=O (acetic anhydride), COC(CCC\C=C/C[C@H]1C(C[C@H]([C@@H]1[C@H](\C=C\C(CCCC)(C)C)O)C)=O)=O ((5Z,11alpha,13S,14E)-13-(hydroxy)-11,16,16-trimethyl-9-oxoprosta-5,14-dien-1-oic acid methyl ester), N1=CC=CC=C1 (pyridine). Reagents/catalysts: CN(C1=CC=NC=C1)C (4-dimethylaminopyridine). Run in C(Cl)Cl (methylene chloride). Run at time 8 hour. Product: COC(CCC\C=C/C[C@H]1C(C[C@H]([C@@H]1[C@H](\C=C\C(CCCC)(C)C)OC(C)=O)C)=O)=O ((5Z,11alpha,13S,14E)-13-(acetyloxy)-11,16,16-trimethyl-9-oxoprosta-5,14-dien-1-oic acid methyl ester). As a reaction SMILES: [CH3:1][O:2][C:3](=[O:28])[CH2:4][CH2:5][CH2:6]/[CH:7]=[CH:8]\[CH2:9][C@@H:10]1[C@@H:14]([C@@H:15]([OH:25])/[CH:16]=[CH:17]/[C:18]([CH3:24])([CH3:23])[CH2:19][CH2:20][CH2:21][CH3:22])[C@H:13]([CH3:26])[CH2:12][C:11]1=[O:27].N1C=CC=CC=1.[C:35](OC(=O)C)(=[O:37])[CH3:36]>C(Cl)Cl.CN(C)C1C=CN=CC=1>[CH3:1][O:2][C:3](=[O:28])[CH2:4][CH2:5][CH2:6]/[CH:7]=[CH:8]\[CH2:9][C@@H:10]1[C@@H:14]([C@@H:15]([O:25][C:35](=[O:37])[CH3:36])/[CH:16]=[CH:17]/[C:18]([CH3:23])([CH3:24])[CH2:19][CH2:20][CH2:21][CH3:22])[C@H:13]([CH3:26])[CH2:12][C:11]1=[O:27]. Procedure: A solution of the crude optically active (5Z,11alpha,13S,14E)-13-(hydroxy)-11,16,16-trimethyl-9-oxoprosta-5,14-dien-1-oic acid methyl ester (9.2 g) in methylene chloride (100 mL) was treated with pyridine (5.5 mL) and 4-dimethylaminopyridine (0.5 g), cooled to 0°, and treated with acetic anhydride (3.4 mL). The resulting mixture was stirred overnight at room temperature and then washed with 2N HCL, water, NaHCO3 solution, and brine (75 mL of each). After drying over sodium sulfate, the solvent w... Starting materials: C(CCCCCCCCCCCCC)(=O)OCCN(CCOC(CCCCCCCCCCCCC)=O)C(CSCCN(C)C)=O (((2-((2-(dimethylamino)ethyl)thio)acetyl)azanediyl)bis(ethane-2,1-diyl) ditetradecanoate), BrCCO (2-bromoethanol). Run at temperature 75 celsius, time 8 hour. Yields the product [Br-].C(CCCCCCCCCCCCC)(=O)OCCN(C(CSCC[N+](C)(C)CCO)=O)CCOC(CCCCCCCCCCCCC)=O (2-((2-(bis(2-(tetradecanoyloxy)ethyl)amino)-2-oxoethyl)thio)-N-(2-hydroxyethyl)-N,N-dimethylethanaminium bromide). The yield is 66.6%. Reaction SMILES: [C:1]([O:16][CH2:17][CH2:18][N:19]([C:38](=[O:46])[CH2:39][S:40][CH2:41][CH2:42][N:43]([CH3:45])[CH3:44])[CH2:20][CH2:21][O:22][C:23](=[O:37])[CH2:24][CH2:25][CH2:26][CH2:27][CH2:28][CH2:29][CH2:30][CH2:31][CH2:32][CH2:33][CH2:34][CH2:35][CH3:36])(=[O:15])[CH2:2][CH2:3][CH2:4][CH2:5][CH2:6][CH2:7][CH2:8][CH2:9][CH2:10][CH2:11][CH2:12][CH2:13][CH3:14].[Br:47][CH2:48][CH2:49][OH:50]>>[Br-:47].[C:23]([O:22][CH2:21][CH2:20][N:19]([CH2:18][CH2:17][O:16][C:1](=[O:15])[CH2:2][CH2:3][CH2:4][CH2:5][CH2:6][CH2:7][CH2:8][CH2:9][CH2:10][CH2:11][CH2:12][CH2:13][CH3:14])[C:38](=[O:46])[CH2:39][S:40][CH2:41][CH2:42][N+:43]([CH2:48][CH2:49][OH:50])([CH3:44])[CH3:45])(=[O:37])[CH2:24][CH2:25][CH2:26][CH2:27][CH2:28][CH2:29][CH2:30][CH2:31][CH2:32][CH2:33][CH2:34][CH2:35][CH3:36] |f:2.3|. Procedure: In a sealed system, ((2-((2-(dimethylamino)ethyl)thio)acetyl)azanediyl)bis(ethane-2,1-diyl) ditetradecanoate (1.00 g, 1.49 mmol) was combined with 2-bromoethanol (687 uL, 9.69 mmol) was added. The reaction vessel was flushed with inert gas and then sealed. Reaction was heated to 75° C. and allowed to stir overnight, then cooled, and concentrated in vacuo. Purification by silica gel chromatography with DCM/MeOH gradient yielded 2-((2-(bis(2-(tetradecanoyloxy)ethyl)amino)-2-oxoethyl)thio)-N-(2-hyd... Starting materials: CCOC(C)=O, [K+], [K+], O=C([O-])[O-], CN(C)C=O, O=[N+]([O-])c1ccc(O)cc1. Product: O=C1OCCC1Oc1ccc([N+](=O)[O-])cc1. Reaction SMILES: [CH3:17][CH2:18][O:19][C:20](=[O:21])[CH3:22].[K+:11].[K+:12].[O-:13][C:14]([O-:15])=[O:16].[O:23]=[CH:24][N:25]([CH3:26])[CH3:27].[OH:1][c:2]1[cH:3][cH:4][c:5]([N+:8]([O-:9])=[O:10])[cH:6][cH:7]1>>[O:1]([c:2]1[cH:3][cH:4][c:5]([N+:8]([O-:9])=[O:10])[cH:6][cH:7]1)[CH:22]1[CH2:17][CH2:18][O:19][C:20]1=[O:21]. Starting materials: Nc1cccc(Br)c1, CCOCC, CCOC(C)=O, Cc1ccccc1, O=C(O)c1ccc(CNc2ccc(C3CCCCC3)cc2)cc1, Cl, O=C(Cl)OC(Cl)(Cl)Cl. Product: O=C(O)c1ccc(CN(C(=O)Nc2cccc(Br)c2)c2ccc(C3CCCCC3)cc2)cc1. Reaction SMILES: [Br:1][c:2]1[cH:3][c:4]([NH2:5])[cH:6][cH:7][cH:8]1.[CH3:41][CH2:42][O:43][CH2:44][CH3:45].[CH3:46][CH2:47][O:48][C:49](=[O:50])[CH3:51].[CH3:52][c:53]1[cH:54][cH:55][cH:56][cH:57][cH:58]1.[CH:18]1([c:24]2[cH:25][cH:26][c:27]([NH:30][CH2:31][c:32]3[cH:33][cH:34][c:35]([C:36](=[O:37])[OH:38])[cH:39][cH:40]3)[cH:28][cH:29]2)[CH2:19][CH2:20][CH2:21][CH2:22][CH2:23]1.[ClH:9].[O:10]=[C:11]([Cl:12])[O:13][C:14]([Cl:15])([Cl:16])[Cl:17]>>[Br:1][c:2]1[cH:3][c:4]([NH:5][C:11](=[O:10])[N:30]([c:27]2[cH:26][cH:25][c:24]([CH:18]3[CH2:19][CH2:20][CH2:21][CH2:22][CH2:23]3)[cH:29][cH:28]2)[CH2:31][c:32]2[cH:33][cH:34][c:35]([C:36](=[O:37])[OH:38])[cH:39][cH:40]2)[cH:6][cH:7][cH:8]1. The reactants are COC([C@@H](CC=1SC(=CC1)C(=C)C)NC(=O)OC(C)(C)C)=O (2(R)-tert-butoxycarbonylamino-3-(5-isopropenyl-thiophen-2-yl)-propionic acid methyl ester). The reagents and catalysts are [Pd] (Pd/C). Product: COC([C@@H](CC=1SC(=CC1)C(C)C)NC(=O)OC(C)(C)C)=O (2(R)-tert-butoxycarbonylamino-3-(5-isopropyl-thiophen-2-yl)-propionic acid methyl ester). The yield is 95.9%. RXN SMILES: [CH3:1][O:2][C:3](=[O:22])[C@H:4]([NH:14][C:15]([O:17][C:18]([CH3:21])([CH3:20])[CH3:19])=[O:16])[CH2:5][C:6]1[S:7][C:8]([C:11]([CH3:13])=[CH2:12])=[CH:9][CH:10]=1>[Pd]>[CH3:1][O:2][C:3](=[O:22])[C@H:4]([NH:14][C:15]([O:17][C:18]([CH3:19])([CH3:21])[CH3:20])=[O:16])[CH2:5][C:6]1[S:7][C:8]([CH:11]([CH3:13])[CH3:12])=[CH:9][CH:10]=1. Procedure: 8.50 g of 2(R)-tert-butoxycarbonylamino-3-(5-isopropenyl-thiophen-2-yl)-propionic acid methyl ester was treated with Pd/C and H2 gas (1 atm) by the general procedure N to afford 8.20 g of 2(R)-tert-butoxycarbonylamino-3-(5-isopropyl-thiophen-2-yl)-propionic acid methyl ester. This ester was treated with HCl/dioxane (4.0 M) to afford 7.10 g of title compound.